From a dataset of the Open Reaction Database (ORD), a public repository of structured organic reaction records. describe an organic reaction: reactants, conditions, products, and yield Starting materials: C(C)(C)C(C(=O)OC(C(C(C)C)C1=CC=C(C=C1)F)=O)C1=CC=C(C=C1)F (α-isopropyl-4-fluorophenylacetic anhydride), C1(=CC=CC=C1)CC=C(C(C#C)O)C (6-phenyl-4-methylhexa-4-ene-1-yne-3-ol), ice water. The solvent is N1=CC=CC=C1 (pyridine). Run at time 8 hour. The product is C(C)(C)C(C(=O)OC(C#C)C(=CCC1=CC=CC=C1)C)C1=CC=C(C=C1)F (6-phenyl-4-methylhexa-4-ene-1-yne-3-yl α-isopropyl-4-fluorophenylacetate). Reaction SMILES: C(C(C1C=CC(F)=CC=1)C([O:7][C:8](=O)[CH:9]([C:13]1[CH:18]=[CH:17][C:16]([F:19])=[CH:15][CH:14]=1)[CH:10]([CH3:12])[CH3:11])=O)(C)C.[C:28]1([CH2:34][CH:35]=[C:36]([CH3:41])[CH:37]([OH:40])[C:38]#[CH:39])[CH:33]=[CH:32][CH:31]=[CH:30][CH:29]=1>N1C=CC=CC=1>[CH:10]([CH:9]([C:13]1[CH:18]=[CH:17][C:16]([F:19])=[CH:15][CH:14]=1)[C:8]([O:40][CH:37]([C:36]([CH3:41])=[CH:35][CH2:34][C:28]1[CH:33]=[CH:32][CH:31]=[CH:30][CH:29]=1)[C:38]#[CH:39])=[O:7])([CH3:12])[CH3:11]. Procedure: 7.11 Grams (20 millimoles) of α-isopropyl-4-fluorophenylacetic anhydride and 1.86 g (10 millimoles) of 6-phenyl-4-methylhexa-4-ene-1-yne-3-ol are dissolved in 30 ml of a dry pyridine. The resulting solution is stirred overnight at room temperature. Next day, the reaction solution is poured into 100 g of ice water and extracted with three 30-ml portions of ether. The ether layers obtained are combined and extracted twice with an aqueous saturated sodium hydrogen carbonate. Thereafter, the ether l...